This data is from the Open Reaction Database (ORD), a public repository of structured organic reaction records. The task is: describe an organic reaction: reactants, conditions, products, and yield Starting materials: CCO, NN, O=C1c2ccccc2C(=O)N1CCCN1C(=O)C2(COc3cc4c(cc32)CCO4)c2ccccc21, O. Product: NCCCN1C(=O)C2(COc3cc4c(cc32)CCO4)c2ccccc21. Reaction SMILES: [CH3:39][CH2:40][OH:41].[NH2:37][NH2:38].[O:1]=[C:2]1[N:3]([CH2:22][CH2:23][CH2:24][N:25]2[C:26](=[O:27])[c:28]3[c:29]([cH:30][cH:31][cH:32][cH:33]3)[C:34]2=[O:35])[c:4]2[cH:5][cH:6][cH:7][cH:8][c:9]2[C:10]12[c:11]1[c:12]([cH:15][c:16]3[c:20]([cH:21]1)[CH2:19][CH2:18][O:17]3)[O:13][CH2:14]2.[OH2:36]>>[O:1]=[C:2]1[N:3]([CH2:22][CH2:23][CH2:24][NH2:25])[c:4]2[cH:5][cH:6][cH:7][cH:8][c:9]2[C:10]12[c:11]1[c:12]([cH:15][c:16]3[c:20]([cH:21]1)[CH2:19][CH2:18][O:17]3)[O:13][CH2:14]2. Starting materials: ClC1=CC(=CC=C1)C(=O)OO (metachloroperbenzoic acid), C(C)OC(CN(CP(=O)(OC1=CC(=CC=C1)[N+](=O)[O-])OC1=CC(=CC=C1)[N+](=O)[O-])C(=O)SCC1=CC=CC=C1)=O (ethyl-N-[(benzylthio)carbonyl]-N-[bis(3-nitrophenoxy)phosphinylmethyl]-glycinate). Run in C(Cl)Cl (methylene chloride). Reaction conditions: temperature 25 celsius, time 4 hour. The product is C(C)OC(CN(CP(=O)(OC1=CC(=CC=C1)[N+](=O)[O-])OC1=CC(=CC=C1)[N+](=O)[O-])C(=O)S(=O)CC1=CC=CC=C1)=O (ethyl-N-[(benzylsulfinyl)carbonyl]-N-[bis(3-nitrophenoxy)phosphinylmethyl]-glycinate). Yield: 63.1%. RXN SMILES: [CH2:1]([O:3][C:4](=[O:40])[CH2:5][N:6]([C:30]([S:32][CH2:33][C:34]1[CH:39]=[CH:38][CH:37]=[CH:36][CH:35]=1)=[O:31])[CH2:7][P:8]([O:20][C:21]1[CH:26]=[CH:25][CH:24]=[C:23]([N+:27]([O-:29])=[O:28])[CH:22]=1)([O:10][C:11]1[CH:16]=[CH:15][CH:14]=[C:13]([N+:17]([O-:19])=[O:18])[CH:12]=1)=[O:9])[CH3:2].ClC1C=CC=C(C(OO)=[O:49])C=1>C(Cl)Cl>[CH2:1]([O:3][C:4](=[O:40])[CH2:5][N:6]([C:30]([S:32]([CH2:33][C:34]1[CH:39]=[CH:38][CH:37]=[CH:36][CH:35]=1)=[O:49])=[O:31])[CH2:7][P:8]([O:10][C:11]1[CH:16]=[CH:15][CH:14]=[C:13]([N+:17]([O-:19])=[O:18])[CH:12]=1)([O:20][C:21]1[CH:26]=[CH:25][CH:24]=[C:23]([N+:27]([O-:29])=[O:28])[CH:22]=1)=[O:9])[CH3:2]. Reported procedure: To a solution of ethyl-N-[(benzylthio)carbonyl]-N-[bis(3-nitrophenoxy)phosphinylmethyl]-glycinate (2.0 g.; 0.0034 mol.) dissolved in 50 ml. of methylene chloride was added metachloroperbenzoic acid (0.69 g.; 0.0034 mol.) at 0° C. The reaction mixture was stirred for 4 hours while allowed to gradually warm to 25° C., then filtered. The filtrate was washed with 5% sodium hydroxide, dried, and concentrated in vacuo to yield ethyl-N-[(benzylsulfinyl)carbonyl]-N-[bis(3-nitrophenoxy)phosphinylmethyl]-... The reactants are C1(=CC=CC=C1)C (Toluene), IC1=CC=C(C(=O)OCC)C=C1 (Ethyl 4-iodobenzoate), C(C=C)O (allyl alcohol), C([O-])(O)=O.[Na+] (Sodium bicarbonate), tetrabutyl-ammounium bromide. The reagents and catalysts are C(C)(=O)[O-].[Pd+2].C(C)(=O)[O-] (Palladium (II) acetate). The solvent is CN(C)C=O (DMF). Run at temperature 77.5 celsius, time 15 minute. Yields the product C(C)OC(C1=CC=C(C=C1)CCC=O)=O (4-(3-Oxo-propyl)-benzoic Acid Ethyl Ester). Isolated yield 98.6%. Reaction SMILES: I[C:2]1[CH:12]=[CH:11][C:5]([C:6]([O:8][CH2:9][CH3:10])=[O:7])=[CH:4][CH:3]=1.[CH2:13]([OH:16])[CH:14]=[CH2:15].C(=O)(O)[O-].[Na+].C1(C)C=CC=CC=1>CN(C=O)C.C([O-])(=O)C.[Pd+2].C([O-])(=O)C>[CH2:9]([O:8][C:6](=[O:7])[C:5]1[CH:11]=[CH:12][C:2]([CH2:15][CH2:14][CH:13]=[O:16])=[CH:3][CH:4]=1)[CH3:10] |f:2.3,6.7.8|. Reported procedure: Ethyl 4-iodobenzoate (200 g, 0.725 mol) and allyl alcohol (63 g, 1.087 mol) are added to a stirred suspension of Sodium bicarbonate (152 g, 1.812 mol), tetrabutyl-ammounium bromide (117 g, 0.362 mol) and Palladium (II) acetate (3.2 g, 0.014 mol) in DMF (600 mL). The reaction mixture is warmed to 75-80° C. for 3-3.5 hours and cooled to 40° C.-50° C. Toluene (1 L) is added to the reaction mixture with vigorous agitation and the mixture is stirred for 15 min at room temperature. The resulting mixtu... Starting materials: CCN(CC)CCCOc1cccc(OCc2ccccc2)c1, CCO, Cl. Product: CCN(CC)CCCOc1cccc(O)c1. RXN SMILES: [CH2:1]([CH3:2])[N:3]([CH2:4][CH3:5])[CH2:6][CH2:7][CH2:8][O:9][c:10]1[cH:11][c:12]([O:16][CH2:17][c:18]2[cH:19][cH:20][cH:21][cH:22][cH:23]2)[cH:13][cH:14][cH:15]1.[CH3:25][CH2:26][OH:27].[ClH:24]>>[CH2:1]([CH3:2])[N:3]([CH2:4][CH3:5])[CH2:6][CH2:7][CH2:8][O:9][c:10]1[cH:11][c:12]([OH:16])[cH:13][cH:14][cH:15]1. Reaction SMILES: C(C1(COC2C(C3CC3)=CC(C(OC(C)(C)C)=O)=C(F)C=2)CCCCC1)#N.[C:28]12([CH2:38][O:39][C:40]3[C:52]([CH:53]4[CH2:56][CH2:55][CH2:54]4)=[CH:51][C:43]([C:44]([O:46]C(C)(C)C)=[O:45])=[C:42]([F:57])[CH:41]=3)[CH2:37][CH:32]3[CH2:33][CH:34]([CH2:36][CH:30]([CH2:31]3)[CH2:29]1)[CH2:35]2>>[C:28]12([CH2:38][O:39][C:40]3[C:52]([CH:53]4[CH2:54][CH2:55][CH2:56]4)=[CH:51][C:43]([C:44]([OH:46])=[O:45])=[C:42]([F:57])[CH:41]=3)[CH2:29][CH:30]3[CH2:31][CH:32]([CH2:33][CH:34]([CH2:36]3)[CH2:35]1)[CH2:37]2. Isolated yield 76.0%. Product: C12(CC3CC(CC(C1)C3)C2)COC2=CC(=C(C(=O)O)C=C2C2CCC2)F (4-(adamantan-1-ylmethoxy)-5-cyclobutyl-2-fluorobenzoic acid), solid. The reactants are C(#N)C1(CCCCC1)COC1=CC(=C(C(=O)OC(C)(C)C)C=C1C1CC1)F (tert-butyl 4-((1-cyanocyclohexyl)methoxy)-5-cyclopropyl-2-fluorobenzoate), C12(CC3CC(CC(C1)C3)C2)COC2=CC(=C(C(=O)OC(C)(C)C)C=C2C2CCC2)F (tert-butyl 4-(adamantan-1-ylmethoxy)-5-cyclobutyl-2-fluorobenzoate). Procedure details: Following the procedure as described in Example 373 Step 2 making non-critical variations to replace tert-butyl 4-((1-cyanocyclohexyl)methoxy)-5-cyclopropyl-2-fluorobenzoate with tert-butyl 4-(adamantan-1-ylmethoxy)-5-cyclobutyl-2-fluorobenzoate, the title compound was obtained as a yellow solid (0.65 g, 76%). The solid was carried forward without further purification and analytical characterization. The reactants are C(C)OC(CCCOC1=C(C(=C(C=C1)C(C)=O)OCCOCCOCCOCCOC1=C(C(=C(C=C1)C(C)=O)O)CCC)CCC)=O (4-[4-acetyl-3-[2-[2-[2-[2-(4-acetyl-3-hydroxy-2-propylphenoxy)ethoxy]ethoxy]ethoxy]ethoxy]-2-propylphenoxy]butanoic acid ethyl ester), C1(=CC=CC=C1)C (toluene), C(C)(=O)OCC (ethyl acetate). The solvent is [OH-].[Na+] (sodium hydroxide), CO (methanol). Yields the product C(C)(=O)C1=C(C(=C(OCCCC(=O)O)C=C1)CCC)OCCOCCOCCOCCOC1=C(C(=C(C=C1)C(C)=O)O)CCC (4-[4-acetyl-3-[2-[2-[2-[2-(4-acetyl-3-hydroxy-2-propylphenoxy)ethoxy]ethoxy]ethoxy]ethoxy]-2-propylphenoxy]butanoic acid). Yield: 78.1%. RXN SMILES: C([O:3][C:4](=[O:47])[CH2:5][CH2:6][CH2:7][O:8][C:9]1[CH:14]=[CH:13][C:12]([C:15](=[O:17])[CH3:16])=[C:11]([O:18][CH2:19][CH2:20][O:21][CH2:22][CH2:23][O:24][CH2:25][CH2:26][O:27][CH2:28][CH2:29][O:30][C:31]2[CH:36]=[CH:35][C:34]([C:37](=[O:39])[CH3:38])=[C:33]([OH:40])[C:32]=2[CH2:41][CH2:42][CH3:43])[C:10]=1[CH2:44][CH2:45][CH3:46])C.C1(C)C=CC=CC=1.C(OCC)(=O)C>[OH-].[Na+].CO>[C:15]([C:12]1[CH:13]=[CH:14][C:9]([O:8][CH2:7][CH2:6][CH2:5][C:4]([OH:47])=[O:3])=[C:10]([CH2:44][CH2:45][CH3:46])[C:11]=1[O:18][CH2:19][CH2:20][O:21][CH2:22][CH2:23][O:24][CH2:25][CH2:26][O:27][CH2:28][CH2:29][O:30][C:31]1[CH:36]=[CH:35][C:34]([C:37](=[O:39])[CH3:38])=[C:33]([OH:40])[C:32]=1[CH2:41][CH2:42][CH3:43])(=[O:17])[CH3:16] |f:3.4|. Procedure details: A solution of 2.30 g of 4-[4-acetyl-3-[2-[2-[2-[2-(4-acetyl-3-hydroxy-2-propylphenoxy)ethoxy]ethoxy]ethoxy]ethoxy]-2-propylphenoxy]butanoic acid ethyl ester in 17 ml of 1.0N sodium hydroxide and 50 ml of methanol was stirred at reflux for 7 hours. The methanol was removed in vacuo and the residue was acidified. The product was extracted with ether and the dried (magnesium sulfate) extract was concentrated in vacuo to an oil (2.40 g). Chromatography on 150 g of silica gel and elution with a solve... The reactants are FC(C=1C=C(C=CC1)NC(OC1=CC=CC=C1)=NC#N)(F)F (N-(3-Trifluoromethylphenyl)-N'-cyano-O-phenylisourea), C1(CCCC1)N (cyclopentylamine). Solvent: ClCCl (dichloromethane). Product: C(#N)NC(=NC1CCCC1)NC1=CC(=CC=C1)C(F)(F)F (N-Cyano-N'-(3-trifluoromethylphenyl)-N"-cyclopentylguanidine). Yield: 68.0%. RXN SMILES: [F:1][C:2]([F:22])([F:21])[C:3]1[CH:4]=[C:5]([NH:9][C:10](=[N:18][C:19]#[N:20])OC2C=CC=CC=2)[CH:6]=[CH:7][CH:8]=1.[CH:23]1([NH2:28])[CH2:27][CH2:26][CH2:25][CH2:24]1>ClCCl>[C:19]([NH:18][C:10]([NH:9][C:5]1[CH:6]=[CH:7][CH:8]=[C:3]([C:2]([F:1])([F:21])[F:22])[CH:4]=1)=[N:28][CH:23]1[CH2:27][CH2:26][CH2:25][CH2:24]1)#[N:20]. Procedure: N-(3-Trifluoromethylphenyl)-N'-cyano-O-phenylisourea (1 mmol, 290 mg) was stirred for 19 h at 80° C. in cyclopentylamine (1 ml). After concentration of the cold reaction mixture, the residue was dissolved in dichloromethane, washed with 1 N aqueous HCl (2×), water, dried (Na2SO4) and concentrated. The residue was purified by column chromatography (heptane:ethyl acetate 3:1) to give the title compound (205 mg, 68%) as a syrup. Crystallisation from heptane:ethyl acetate 2:1 gave 147 mg (49%). Mp 1... The reactants are NC[C@H]1N(CCC[C@H]1C)C(=O)C1=C(C=CC=C1F)C1=NC=CC=N1 (((2S,3R)-2-(aminomethyl)-3-methylpiperidin-1-yl)(6-fluoro-2-(pyrimidin-2-yl)phenyl)methanone), FC1=NC=C(C=C1)C(F)(F)F (2-fluoro-5-(trifluoromethyl)pyridine). The product is FC1=C(C(=CC=C1)C1=NC=CC=N1)C(=O)N1[C@@H]([C@@H](CCC1)C)CNC1=NC=C(C=C1)C(F)(F)F ((2-Fluoro-6-(pyrimidin-2-yl)phenyl)((2S,3R)-3-methyl-2-(((5-(trifluoromethyl)pyridin-2-yl)amino)methyl)piperidin-1-yl)methanone). As a reaction SMILES: [NH2:1][CH2:2][C@@H:3]1[C@H:8]([CH3:9])[CH2:7][CH2:6][CH2:5][N:4]1[C:10]([C:12]1[C:17]([F:18])=[CH:16][CH:15]=[CH:14][C:13]=1[C:19]1[N:24]=[CH:23][CH:22]=[CH:21][N:20]=1)=[O:11].F[C:26]1[CH:31]=[CH:30][C:29]([C:32]([F:35])([F:34])[F:33])=[CH:28][N:27]=1>>[F:18][C:17]1[CH:16]=[CH:15][CH:14]=[C:13]([C:19]2[N:20]=[CH:21][CH:22]=[CH:23][N:24]=2)[C:12]=1[C:10]([N:4]1[CH2:5][CH2:6][CH2:7][C@@H:8]([CH3:9])[C@H:3]1[CH2:2][NH:1][C:26]1[CH:31]=[CH:30][C:29]([C:32]([F:35])([F:34])[F:33])=[CH:28][N:27]=1)=[O:11]. Procedure: The title compound was prepared following the same general protocol as described for Example A1 using ((2S,3R)-2-(aminomethyl)-3-methylpiperidin-1-yl)(6-fluoro-2-(pyrimidin-2-yl)phenyl)methanone and 2-fluoro-5-(trifluoromethyl)pyridine. ESI-MS (m/z): 474 [M+1]+. 1H NMR (500 MHz, DMSO-d6) δ 8.90-6.50 (m, 10H), 4.95-2.70 (m, 5H), 2.00-0.65 (m, 8H). Starting materials: C1(\C=C/C(=O)O1)=O (maleic anhydride), CC1=C(C=C(C=C1)N)N (4-methyl-m-phenylenediamine), CC(=O)C (acetone), CC(=O)C (acetone), O.O.O.O.O.O.[Cl-].[Mg+2].[Cl-] (Magnesium chloride hexahydrate), C(C)(=O)OC(C)=O (acetic anhydride). Run in O (water), C(C)N(CC)CC (triethylamine). Conditions: temperature 40 celsius, time 30 minute. Product: CC1=C(C=C(C=C1)N1C(C=CC1=O)=O)N1C(C=CC1=O)=O (N,N'-(4-Methyl-m-phenylene)dimaleimide). The yield is 85.0%. RXN SMILES: [C:1]1(=[O:7])O[C:4](=[O:5])[CH:3]=[CH:2]1.[CH3:8][C:9]1[CH:14]=[CH:13][C:12]([NH2:15])=[CH:11][C:10]=1[NH2:16].O.O.O.O.O.O.[Cl-].[Mg+2].[Cl-].C(O[C:30](=[O:32])[CH3:31])(=O)C.[CH3:33][C:34](C)=[O:35]>O.C(N(CC)CC)C>[CH3:8][C:9]1[CH:14]=[CH:13][C:12]([N:15]2[C:30](=[O:32])[CH:31]=[CH:33][C:34]2=[O:35])=[CH:11][C:10]=1[N:16]1[C:1](=[O:7])[CH:2]=[CH:3][C:4]1=[O:5] |f:2.3.4.5.6.7.8.9.10|. Reported procedure: A flask was equipped as in Example 1. To a solution of maleic anhydride (1.7 parts) in 3.9 parts acetone was added a solution of 1 part 4-methyl-m-phenylenediamine, 0.28 part triethylamine and 2.5 parts acetone. The heterogeneous reaction mixture was stirred at 40° C. for 30 minutes. Magnesium chloride hexahydrate (0.071 part) and 2.16 part acetic anhydride were added all at once. The reaction temperature was raised to 50° C. and maintained for 2.5 hours. Thirty minutes after the addition the mi...